Dataset: the Open Reaction Database (ORD), a public repository of structured organic reaction records. Task: describe an organic reaction: reactants, conditions, products, and yield Reactants: CSC(NCCSCc1[nH]cnc1C)=C(C#N)C#N, C#CCN, CC#N. Yields the product C#CCNC(NCCSCc1[nH]cnc1C)=C(C#N)C#N. Reaction SMILES: [C:1](#[N:2])[C:3](=[C:4]([NH:5][CH2:6][CH2:7][S:8][CH2:9][c:10]1[c:11]([CH3:15])[n:12][cH:13][nH:14]1)[S:16][CH3:17])[C:18]#[N:19].[CH2:20]([C:21]#[CH:22])[NH2:23].[CH3:24][C:25]#[N:26]>>[C:1](#[N:2])[C:3](=[C:4]([NH:5][CH2:6][CH2:7][S:8][CH2:9][c:10]1[c:11]([CH3:15])[n:12][cH:13][nH:14]1)[NH:23][CH2:20][C:21]#[CH:22])[C:18]#[N:19]. Starting materials: C(C)(C)(C)C1=CC=C(C(=O)Cl)C=C1 (4-t-butylbenzoyl chloride), C(C)N (ethyl amine). The product is C(C)(C)(C)C1=CC=C(C(=O)NCC)C=C1 (4-t-Butyl-N-ethylbenzamide). The yield is 97.0%. Reaction SMILES: [C:1]([C:5]1[CH:13]=[CH:12][C:8]([C:9](Cl)=[O:10])=[CH:7][CH:6]=1)([CH3:4])([CH3:3])[CH3:2].[CH2:14]([NH2:16])[CH3:15]>>[C:1]([C:5]1[CH:13]=[CH:12][C:8]([C:9]([NH:16][CH2:14][CH3:15])=[O:10])=[CH:7][CH:6]=1)([CH3:4])([CH3:3])[CH3:2]. Procedure details: 4-t-Butyl-N-ethylbenzamide (9 g, 0.044 mol) was prepared in 97% yield from 4-t-butylbenzoyl chloride (9 ml, 0.045 mol) and ethyl amine (70 wt % in water) using Method E2. The reactants are CS(=O)(=O)N=C=O ((methylsulfonyl) isocyanate), O=C1NC[C@@H]1NC(OCC1=CC=CC=C1)=O ((S)-(2-oxo-3-azetidinyl)carbamic acid, phenylmethyl ester), C(C)(CC)[Li] (sec-butyl lithium), C1CCCCC1 (cyclohexane), P(=O)([O-])([O-])[O-].[K+].[K+].[K+] (potassium phosphate). Run in O1CCCC1 (tetrahydrofuran), C(C)(=O)OCC (Ethyl acetate). Conditions: temperature -75 celsius, time 2 minute. Yields the product CS(=O)(=O)NC(=O)N1C([C@H](C1)NC(=O)OCC1=CC=CC=C1)=O ((S)-N-(Methylsulfonyl)-2-oxo-3-[[(phenylmethoxy)-carbonyl]amino]-1-azetidinecarboxamide). The yield is 53.8%. RXN SMILES: [O:1]=[C:2]1[C@@H:5]([NH:6][C:7](=[O:16])[O:8][CH2:9][C:10]2[CH:15]=[CH:14][CH:13]=[CH:12][CH:11]=2)[CH2:4][NH:3]1.C([Li])(CC)C.C1CCCCC1.[CH3:28][S:29]([N:32]=[C:33]=[O:34])(=[O:31])=[O:30].P([O-])([O-])([O-])=O.[K+].[K+].[K+]>O1CCCC1.C(OCC)(=O)C>[CH3:28][S:29]([NH:32][C:33]([N:3]1[CH2:4][C@H:5]([NH:6][C:7]([O:8][CH2:9][C:10]2[CH:11]=[CH:12][CH:13]=[CH:14][CH:15]=2)=[O:16])[C:2]1=[O:1])=[O:34])(=[O:31])=[O:30] |f:4.5.6.7|. Procedure: A stirred suspension of (S)-(2-oxo-3-azetidinyl)carbamic acid, phenylmethyl ester (2.20 g; see example 1C) in 60 ml of dry tetrahydrofuran under nitrogen was warmed using a water bath at 40° C. until solution occurs. The solution was cooled to -75° C., and 7.4 ml of 1.35 M sec-butyl lithium in cyclohexane (10 mmol) was added. After stirring for 2 minutes, (methylsulfonyl) isocyanate (about 1.20 g) was added. This reaction was stirred at -75° C. for 10 minutes and poured into 100 ml of 0.5 M pH 5... Starting materials: solution, COC1=C(C(C(=O)O)=CC=C1)N (3-methoxyanthranilic acid), C(=O)(Cl)Cl (phosgene). Run in C1(=CC=CC=C1)C (toluene), O1CCOCC1 (1,4-dioxane). Conditions: time 8 hour. Product: COC1=C2C(C(=O)OC(N2)=O)=CC=C1 (3-methoxyisatoic anhydride). Yield: 98.0%. RXN SMILES: [CH3:1][O:2][C:3]1[CH:11]=[CH:10][CH:9]=[C:5]([C:6]([OH:8])=[O:7])[C:4]=1[NH2:12].[C:13](Cl)(Cl)=[O:14]>O1CCOCC1.C1(C)C=CC=CC=1>[CH3:1][O:2][C:3]1[CH:11]=[CH:10][CH:9]=[C:5]2[C:6]([O:8][C:13](=[O:14])[NH:12][C:4]=12)=[O:7]. Procedure details: To a mixture of 10.0 g (60.0 mmol) of 3-methoxyanthranilic acid in 60 mL of 1,4-dioxane was slowly added 100 mL (193 mmol) of a 1.93 molar solution of phosgene in toluene, at room temperature. The mixture was stirred overnight. The mixture was concentrated to yield a residue which was triturated with ethyl acetate-hexane (1:4), filtered, washed with hexane and dried to afford 11.33 g (98%) of the 3-methoxyisatoic anhydride as an off white solid. MS (Cl mode) m/z 176 (M-18, 100%), 194 (M+H, 53%). Starting materials: CSCc1cccc2cc[nH]c12, CC(O)(c1ccc(Cl)cc1)C1CC1, ClCCl, O=C(O)C(F)(F)F. Product: CSCc1cccc2c(C(C)(c3ccc(Cl)cc3)C3CC3)c[nH]c12. Reaction SMILES: [CH3:21][S:22][CH2:23][c:24]1[cH:25][cH:26][cH:27][c:28]2[cH:29][cH:30][nH:31][c:32]12.[CH:1]1([C:4]([CH3:5])([OH:6])[c:7]2[cH:8][cH:9][c:10]([Cl:13])[cH:11][cH:12]2)[CH2:2][CH2:3]1.[Cl:33][CH2:34][Cl:35].[OH:14][C:15]([C:16]([F:17])([F:18])[F:19])=[O:20]>>[CH:1]1([C:4]([CH3:5])([c:7]2[cH:8][cH:9][c:10]([Cl:13])[cH:11][cH:12]2)[c:29]2[c:28]3[cH:27][cH:26][cH:25][c:24]([CH2:23][S:22][CH3:21])[c:32]3[nH:31][cH:30]2)[CH2:2][CH2:3]1. Starting materials: BrC1=CC2=CC(=CC=C2C=C1)OC (2-bromo-7-methoxynaphthalene), C1CO1 (ethylene oxide). Product: COC1=CC=C2C=CC(=CC2=C1)CCO (2-(7-methoxynaphthalen-2-yl)ethanol). Reaction SMILES: Br[C:2]1[CH:11]=[CH:10][C:9]2[C:4](=[CH:5][C:6]([O:12][CH3:13])=[CH:7][CH:8]=2)[CH:3]=1.[CH2:14]1[O:16][CH2:15]1>>[CH3:13][O:12][C:6]1[CH:5]=[C:4]2[C:9]([CH:10]=[CH:11][C:2]([CH2:14][CH2:15][OH:16])=[CH:3]2)=[CH:8][CH:7]=1. Procedure details: The title compound was synthesized as described above from 2-bromo-7-methoxynaphthalene and ethylene oxide. Reactants: CC1COC(=O)N1c1ccc(C(=O)O)cc1, FC(F)(F)c1cnc(N2CCNCC2)c(C2CC2)c1, Cl. Yields the product CC1COC(=O)N1c1ccc(C(=O)N2CCN(c3ncc(C(F)(F)F)cc3C3CC3)CC2)cc1, Cl. As a reaction SMILES: [CH3:1][CH:2]1[N:3]([c:8]2[cH:9][cH:10][c:11]([C:12](=[O:13])[OH:14])[cH:15][cH:16]2)[C:4](=[O:7])[O:5][CH2:6]1.[CH:18]1([c:21]2[c:22]([N:31]3[CH2:32][CH2:33][NH:34][CH2:35][CH2:36]3)[n:23][cH:24][c:25]([C:27]([F:28])([F:29])[F:30])[cH:26]2)[CH2:19][CH2:20]1.[ClH:17]>>[CH3:1][CH:2]1[N:3]([c:8]2[cH:9][cH:10][c:11]([C:12](=[O:14])[N:34]3[CH2:33][CH2:32][N:31]([c:22]4[c:21]([CH:18]5[CH2:19][CH2:20]5)[cH:26][c:25]([C:27]([F:28])([F:29])[F:30])[cH:24][n:23]4)[CH2:36][CH2:35]3)[cH:15][cH:16]2)[C:4](=[O:7])[O:5][CH2:6]1.[ClH:17]. Starting materials: O (water), C1(=CC=CC=C1)S(=O)C (methyl phenyl sulphoxide), solution, C(C)(C)[N-]C(C)C.[Li+] (lithium diisopropylamide), C1=NN=CC2=CC=CC=C12 (phthalazine). The solvent is O1CCCC1 (tetrahydrofuran), O1CCCC1.CCCCCCC.C(C)C1=CC=CC=C1 (tetrahydrofuran heptane ethylbenzene), O1CCCC1 (tetrahydrofuran), O1CCCC1 (tetrahydrofuran). Run at time 30 minute. Product: C1(=CC=CC=C1)S(=O)CC1NN=CC2=CC=CC=C12 ((RS)-1-benzenesulphinylmethyl-1,2-dihydro-phthalazine). Isolated yield 98.6%. RXN SMILES: [C:1]1([S:7]([CH3:9])=[O:8])[CH:6]=[CH:5][CH:4]=[CH:3][CH:2]=1.C([N-]C(C)C)(C)C.[Li+].[CH:18]1[C:27]2[C:22](=[CH:23][CH:24]=[CH:25][CH:26]=2)[CH:21]=[N:20][N:19]=1.O>O1CCCC1.O1CCCC1.CCCCCCC.C(C1C=CC=CC=1)C>[C:1]1([S:7]([CH2:9][CH:21]2[C:22]3[C:27](=[CH:26][CH:25]=[CH:24][CH:23]=3)[CH:18]=[N:19][NH:20]2)=[O:8])[CH:6]=[CH:5][CH:4]=[CH:3][CH:2]=1 |f:1.2,6.7.8|. Procedure details: A solution of 1 g of methyl phenyl sulphoxide in 14 ml of tetrahydrofuran is added dropwise at 78° C. within 10 min. to 3.93 ml of 2M solution of lithium diisopropylamide in tetrahydrofuran/heptane/ethylbenzene in 20 ml of tetrahydrofuran. The reaction mixture is stirred for a further 30 min. A solution of 0.928 g of phthalazine in 14 ml of tetrahydrofuran is added dropwise within 10 min. The mixture is stirred at -78° C. for 1 hr., treated with 100 ml of water and extracted 3 times with 50 ml o... Starting materials: FC1=CC=C(C(=O)Cl)C=C1 (4-fluorobenzoyl chloride), NC1=C(N=C(S1)NC=1C=C2C=CC=NC2=CC1)C(=O)N (5-amino-2-(quinolin-6-ylamino)thiazole-4-carboxamide). Reagents/catalysts: CN(C)C=1C=CN=CC1 (DMAP). Solvent: N1=CC=CC=C1 (pyridine), N1=CC=CC=C1 (pyridine). Yields the product FC1=CC=C(C(=O)NC2=C(N=C(S2)NC=2C=C3C=CC=NC3=CC2)C(=O)N)C=C1 (5-(4-fluorobenzamido)-2-(quinolin-6-ylamino)thiazole-4-carboxamide). Isolated yield 42.1%. As a reaction SMILES: [F:1][C:2]1[CH:10]=[CH:9][C:5]([C:6](Cl)=[O:7])=[CH:4][CH:3]=1.[NH2:11][C:12]1[S:16][C:15]([NH:17][C:18]2[CH:19]=[C:20]3[C:25](=[CH:26][CH:27]=2)[N:24]=[CH:23][CH:22]=[CH:21]3)=[N:14][C:13]=1[C:28]([NH2:30])=[O:29]>N1C=CC=CC=1.CN(C1C=CN=CC=1)C>[F:1][C:2]1[CH:10]=[CH:9][C:5]([C:6]([NH:11][C:12]2[S:16][C:15]([NH:17][C:18]3[CH:19]=[C:20]4[C:25](=[CH:26][CH:27]=3)[N:24]=[CH:23][CH:22]=[CH:21]4)=[N:14][C:13]=2[C:28]([NH2:30])=[O:29])=[O:7])=[CH:4][CH:3]=1. Procedure details: To solution of 4-fluorobenzoyl chloride (0.16 g, 1.2 mmol) in pyridine (5 mL) was added dropwise a solution of 5-amino-2-(quinolin-6-ylamino)thiazole-4-carboxamide (0.30 g, 1.05 mmol) and a catalytic amount of DMAP in pyridine (5 mL) at 0° C., and the mixture was stirred for 16 hrs at rt. The reaction mixture was quenched with ice-water. The resulting solids were collected by filtration and washed successively with water, MeOH and ether to give 0.18 g (42% yield) of the titled compound. Yields the product CC(C)C1CCC(=Cc2ccc(Cl)cc2)C1=O. The reactants are CC(C)C1CCCC1=O, O=Cc1ccc(Cl)cc1, [K+], [OH-], O. As a reaction SMILES: [CH:3]([CH3:4])([CH3:5])[CH:6]1[C:7](=[O:11])[CH2:8][CH2:9][CH2:10]1.[Cl:12][c:13]1[cH:14][cH:15][c:16]([CH:17]=[O:18])[cH:19][cH:20]1.[K+:2].[OH-:1].[OH2:21]>>[CH:3]([CH3:4])([CH3:5])[CH:6]1[C:7](=[O:11])[C:8](=[CH:17][c:16]2[cH:15][cH:14][c:13]([Cl:12])[cH:20][cH:19]2)[CH2:9][CH2:10]1.